describe an organic reaction: reactants, conditions, products, and yield From a dataset of the Open Reaction Database (ORD), a public repository of structured organic reaction records. Reactants: FC1=CC(=C(C=C1)CC1=CN=C2C(=C(C(NC2=C1)=O)C(=O)OC)O)C(F)(F)F (methyl 7-{[4-fluoro-2-(trifluoromethyl)phenyl]methyl}-4-hydroxy-2-oxo-1,2-dihydro-1,5-naphthyridine-3-carboxylate), NCCCO (3-amino-1-propanol). The product is FC1=CC(=C(C=C1)CC1=CN=C2C(=C(C(NC2=C1)=O)C(=O)NCCCO)O)C(F)(F)F (7-{[4-Fluoro-2-(trifluoromethyl)phenyl]methyl}-4-hydroxy-N-(3-hydroxypropyl)-2-oxo-1,2-dihydro-1,5-naphthyridine-3-carboxamide). Reaction SMILES: [F:1][C:2]1[CH:7]=[CH:6][C:5]([CH2:8][C:9]2[CH:18]=[C:17]3[C:12]([C:13]([OH:24])=[C:14]([C:20](OC)=[O:21])[C:15](=[O:19])[NH:16]3)=[N:11][CH:10]=2)=[C:4]([C:25]([F:28])([F:27])[F:26])[CH:3]=1.[NH2:29][CH2:30][CH2:31][CH2:32][OH:33]>>[F:1][C:2]1[CH:7]=[CH:6][C:5]([CH2:8][C:9]2[CH:18]=[C:17]3[C:12]([C:13]([OH:24])=[C:14]([C:20]([NH:29][CH2:30][CH2:31][CH2:32][OH:33])=[O:21])[C:15](=[O:19])[NH:16]3)=[N:11][CH:10]=2)=[C:4]([C:25]([F:26])([F:28])[F:27])[CH:3]=1. Reported procedure: This compound was prepared from methyl 7-{[4-fluoro-2-(trifluoromethyl)phenyl]methyl}-4-hydroxy-2-oxo-1,2-dihydro-1,5-naphthyridine-3-carboxylate and 3-amino-1-propanol employing methods similar to those described in Example 245 and was purified by reverse phase preparative HPLC (C-18 stationary phase; 10-100% CH3CN/water/0.1% formic acid mobile phase). The product was obtained as a white solid: 1H NMR (d6-DMSO) δ 11.74 (1H, br), 10.26 (1H, m), 8.49 (1H, s), 7.70 (1H, d, J=9 Hz), 7.56 (2H, m), 7... Starting materials: N (ammonia), C(CCCC)C1OCC2=C(O1)C=CC(=C2)C(=O)O (2-pentyl-1,3-benzodioxan-6-carboxylic acid), C(Cl)(Cl)Cl (chloroform), ClC(=O)OCC (ethyl chloroformate). Solvent: C(C)N(CC)CC (triethylamine). Conditions: temperature 0 celsius. The product is C(CCCC)C1OCC2=C(O1)C=CC(=C2)C(=O)N (2-pentyl-1,3-benzodioxan-6-carboxamide). RXN SMILES: [CH2:1]([CH:6]1[O:11][C:10]2[CH:12]=[CH:13][C:14]([C:16]([OH:18])=O)=[CH:15][C:9]=2[CH2:8][O:7]1)[CH2:2][CH2:3][CH2:4][CH3:5].C(Cl)(Cl)Cl.ClC(OCC)=O.[NH3:29]>C(N(CC)CC)C>[CH2:1]([CH:6]1[O:11][C:10]2[CH:12]=[CH:13][C:14]([C:16]([NH2:29])=[O:18])=[CH:15][C:9]=2[CH2:8][O:7]1)[CH2:2][CH2:3][CH2:4][CH3:5]. Procedure: A mixture of 3.0 g of 2-pentyl-1,3-benzodioxan-6-carboxylic acid (prepared in accordance with Example 12), 60 ml of chloroform and 2.2 ml of triethylamine is cooled to 0° C. 1.5 ml of ethyl chloroformate are added dropwise while stirring. The mixture is stirred at 0° C. for 1 hour and then ammonia gas is conducted in. The mixture is stirred at room temperature for 5 hours and then evaporated. The residue is stirred up with 100 ml of water and the suspension is suction filtered. The material on t... The reactants are ClCCl, CC(=Cc1ccc(C(F)(F)F)cc1)C1OCC(SCc2ccc(Cl)cc2)CO1, O=C(OO)c1cccc(Cl)c1. Yields the product CC(=Cc1ccc(C(F)(F)F)cc1)C1OCC(S(=O)Cc2ccc(Cl)cc2)CO1. RXN SMILES: [CH2:40]([Cl:41])[Cl:42].[Cl:1][c:2]1[cH:3][cH:4][c:5]([CH2:6][S:7][CH:8]2[CH2:9][O:10][CH:11]([C:14](=[CH:15][c:16]3[cH:17][cH:18][c:19]([C:22]([F:23])([F:24])[F:25])[cH:20][cH:21]3)[CH3:26])[O:12][CH2:13]2)[cH:27][cH:28]1.[Cl:29][c:30]1[cH:31][cH:32][cH:33][c:34]([C:35]([O:36][OH:38])=[O:37])[cH:39]1>>[Cl:1][c:2]1[cH:3][cH:4][c:5]([CH2:6][S:7]([CH:8]2[CH2:9][O:10][CH:11]([C:14](=[CH:15][c:16]3[cH:17][cH:18][c:19]([C:22]([F:23])([F:24])[F:25])[cH:20][cH:21]3)[CH3:26])[O:12][CH2:13]2)=[O:37])[cH:27][cH:28]1.